From a dataset of the Open Reaction Database (ORD), a public repository of structured organic reaction records. describe an organic reaction: reactants, conditions, products, and yield The reactants are BrCCCBr, CC#N, O=C1c2ccccc2C(=O)N1O. The product is O=C1c2ccccc2C(=O)N1OCCCBr. Reaction SMILES: [Br:13][CH2:14][CH2:15][CH2:16][Br:17].[CH3:18][C:19]#[N:20].[OH:1][N:2]1[C:3](=[O:12])[c:4]2[c:5]([cH:8][cH:9][cH:10][cH:11]2)[C:6]1=[O:7]>>[O:1]([N:2]1[C:3](=[O:12])[c:4]2[c:5]([cH:8][cH:9][cH:10][cH:11]2)[C:6]1=[O:7])[CH2:16][CH2:15][CH2:14][Br:13]. The reactants are S1N=C(C2=C1C=CC=C2)N2CCN(CC2)CCCCN2C(C(C1(CCCC1)CC2=O)O)=O (8-[4-[4-(1,2-benzisothiazol-3 yl)-1piperazinyl]butyl]-6-hydroxy-8-azaspiro[4.5]decane-7,9dione), KF Al2O3. Run in C(C)#N (acetonitrile). Reaction conditions: time 4 hour. Product: S1N=C(C2=C1C=CC=C2)N2CCN(CC2)CCCCNC(=O)C2C1(CCCC1)CC(O2)=O (6-[N-[4-[4-(1,2-Benzisothiazol-3-yl)-1-piperazinyl]butyl]carbamoyl]-7-oxaspiro[4.4]-nonane-8-one). Isolated yield 65.7%. Reaction SMILES: [S:1]1[C:5]2[CH:6]=[CH:7][CH:8]=[CH:9][C:4]=2[C:3]([N:10]2[CH2:15][CH2:14][N:13]([CH2:16][CH2:17][CH2:18][CH2:19][N:20]3[C:29](=[O:30])[CH2:28][C:23]4([CH2:27][CH2:26][CH2:25][CH2:24]4)[CH:22]([OH:31])[C:21]3=[O:32])[CH2:12][CH2:11]2)=[N:2]1>C(#N)C>[S:1]1[C:5]2[CH:6]=[CH:7][CH:8]=[CH:9][C:4]=2[C:3]([N:10]2[CH2:15][CH2:14][N:13]([CH2:16][CH2:17][CH2:18][CH2:19][NH:20][C:21]([CH:22]3[O:31][C:29](=[O:30])[CH2:28][C:23]43[CH2:27][CH2:26][CH2:25][CH2:24]4)=[O:32])[CH2:12][CH2:11]2)=[N:2]1. Reported procedure: A mixture of 8-[4-[4-(1,2-benzisothiazol-3 yl)-1piperazinyl]butyl]-6-hydroxy-8-azaspiro[4.5]decane-7,9dione (1.14 g, 2.5 mmol) and KF-Al2O3 (0.36 g, ~1 equiv) in acetonitrile (25 mL) was vigorously stirred at room temperature under Ar for 4 h. The supernatant was then decanted and replaced with fresh acetonitrile (25 mL), and stirring was continued for 4 h. This process was repeated until the residue contained no more starting material (5× in total). The combined supernatants were evaporated and...